Dataset: the Open Reaction Database (ORD), a public repository of structured organic reaction records. Task: describe an organic reaction: reactants, conditions, products, and yield The reactants are ClC=1C=C2C(C(=COC2=CC1O)C=1C=C(C=CC1)C1=CC(=C(C=C1)OC)OC)=O (6-Chloro-3-(3′,4′-dimethoxy-biphenyl-3-yl)-7-hydroxy-chromen-4-one), O.NN (hydrazine hydrate). Run in C(C)O (ethanol). The product is ClC1=C(C=C(C(=C1)C1=NNC=C1C=1C=C(C=CC1)C1=CC(=C(C=C1)OC)OC)O)O (4-Chloro-6-[4-(3′,4′-dimethoxy-biphenyl-3-yl)-1H-pyrazol-3-yl]-benzene-1,3-diol). As a reaction SMILES: [Cl:1][C:2]1[CH:3]=[C:4]2[C:9](=[CH:10][C:11]=1[OH:12])[O:8][CH:7]=[C:6]([C:13]1[CH:14]=[C:15]([C:19]3[CH:24]=[CH:23][C:22]([O:25][CH3:26])=[C:21]([O:27][CH3:28])[CH:20]=3)[CH:16]=[CH:17][CH:18]=1)[C:5]2=O.O.[NH2:31][NH2:32]>C(O)C>[Cl:1][C:2]1[CH:3]=[C:4]([C:5]2[C:6]([C:13]3[CH:14]=[C:15]([C:19]4[CH:24]=[CH:23][C:22]([O:25][CH3:26])=[C:21]([O:27][CH3:28])[CH:20]=4)[CH:16]=[CH:17][CH:18]=3)=[CH:7][NH:32][N:31]=2)[C:9]([OH:8])=[CH:10][C:11]=1[OH:12] |f:1.2|. Procedure details: This compounds was synthesised in the same manner as described above. 6-Chloro-3-(3′,4′-dimethoxy-biphenyl-3-yl)-7-hydroxy-chromen-4-one (0.1 g, 0.24 mmol), hydrazine hydrate (2.5 ml), ethanol (10 ml). The quenched solution was extracted into ethyl acetate, washed (water), dried (MgSO4), and the solvent removed under vacuum to give an oil which was purified by column chromatography to give 4-Chloro-6-[4-(3′,4′-dimethoxy-biphenyl-3-yl)-1H-pyrazol-3-yl]-benzene-1,3-diol as an off white solid (0.05...